describe an organic reaction: reactants, conditions, products, and yield From a dataset of the Open Reaction Database (ORD), a public repository of structured organic reaction records. The reactants are C(C1=CC=CC=C1)OC(NCCOC1=CC=C(C=C1)C=1N=C(NC1)C)=O (benzyl-{2-[4-(2-methyl-1H-imidazol-4-yl)-phenoxy]-ethyl}-carbamate). Reagents/catalysts: [Pd] (Pd/C). Run in CO (methanol). Conditions: time 4 hour. The product is CC=1NC=C(N1)C1=CC=C(OCCN)C=C1 (2-[4-(2-Methyl-1H-imidazol-4-yl)-phenoxy]-ethylamine). The yield is 102.5%. Reaction SMILES: C(OC(=O)[NH:10][CH2:11][CH2:12][O:13][C:14]1[CH:19]=[CH:18][C:17]([C:20]2[N:21]=[C:22]([CH3:25])[NH:23][CH:24]=2)=[CH:16][CH:15]=1)C1C=CC=CC=1>CO.[Pd]>[CH3:25][C:22]1[NH:23][CH:24]=[C:20]([C:17]2[CH:18]=[CH:19][C:14]([O:13][CH2:12][CH2:11][NH2:10])=[CH:15][CH:16]=2)[N:21]=1. Procedure details: In a nitrogen-purged Parr flask, benzyl-{2-[4-(2-methyl-1H-imidazol-4-yl)-phenoxy]-ethyl}-carbamate (78 mg, 0.22 mmol) was dissolved in methanol (15 ml), and 10% Pd/C (20mg) was added in one portion. The material was then hydrogenated at about 45 psi for about four hours. The reaction mixture was then filtered through a pad of diatomaceous earth and the filter pad was washed with methanol. The filtrate was concentrated in vacuo, and the resulting material (49 mg, 100% yield) was carried on witho... Reactants: [Al+3], C1CCOC1, O=CNCCN1CCN(c2ccc(C(F)(F)F)cc2)CC1, [H-], [H-], [H-], [H-], [Li+], [Na+], [Na+], [Na+], O=S(=O)([O-])[O-], [OH-], O. Product: CNCCN1CCN(c2ccc(C(F)(F)F)cc2)CC1. As a reaction SMILES: [Al+3:2].[CH2:37]1[O:38][CH2:39][CH2:40][CH2:41]1.[F:7][C:8]([c:9]1[cH:10][cH:11][c:12]([N:15]2[CH2:16][CH2:17][N:18]([CH2:21][CH2:22][NH:23][CH:24]=[O:25])[CH2:19][CH2:20]2)[cH:13][cH:14]1)([F:26])[F:27].[H-:1].[H-:4].[H-:5].[H-:6].[Li+:3].[Na+:29].[Na+:30].[Na+:31].[O-:32][S:33](=[O:34])(=[O:35])[O-:36].[OH-:28].[OH2:42]>>[F:7][C:8]([c:9]1[cH:10][cH:11][c:12]([N:15]2[CH2:16][CH2:17][N:18]([CH2:21][CH2:22][NH:23][CH3:24])[CH2:19][CH2:20]2)[cH:13][cH:14]1)([F:26])[F:27]. The reactants are C(C)(=O)O[C@H]1[C@@H]([C@H]2N=C(S[C@H]2O[C@@H]1COC(C)=O)NC)OC(C)=O ((3aR,5R,6S,7R,7aR)-5-(acetoxymethyl)-2-(methylamino)-5,6,7,7a-tetrahydro-3aH-pyrano[3,2-d]thiazole-6,7-diyl diacetate), C([O-])([O-])=O.[K+].[K+] (potassium carbonate). Run in CO (methanol). Run at time 8 hour. Yields the product OC[C@@H]1[C@H](C([C@H]2N=C(S[C@H]2O1)NC)O)O ((3aR,5R,6S,7aR)-5-(Hydroxymethyl)-2-(methylamino)-5,6,7,7a-tetrahydro-3aH-pyrano[3,2-d]thiazole-6,7-diol), solid. The yield is 87.0%. As a reaction SMILES: C([O:4][C@@H:5]1[C@@H:13]([CH2:14][O:15]C(=O)C)[O:12][C@H:11]2[C@H:7]([N:8]=[C:9]([NH:19][CH3:20])[S:10]2)[C@H:6]1[O:21]C(=O)C)(=O)C.C(=O)([O-])[O-].[K+].[K+]>CO>[OH:15][CH2:14][C@H:13]1[O:12][C@H:11]2[C@H:7]([N:8]=[C:9]([NH:19][CH3:20])[S:10]2)[CH:6]([OH:21])[C@@H:5]1[OH:4] |f:1.2.3|. Procedure details: A solution of (3aR,5R,6S,7R,7aR)-5-(acetoxymethyl)-2-(methylamino)-5,6,7,7a-tetrahydro-3aH-pyrano[3,2-d]thiazole-6,7-diyl diacetate (150 g, 417 mmol) in methanol (1 L) was treated with potassium carbonate (11.5 g, 83 mmol). The resulting mixture was stirred overnight at room temperature to yield a solid. This was collected by filtration, washed with cold methanol and dried. The product 24 was obtained as a yellow solid (85 g, 87%). (ES, m/z): [M+H]+ 235.1; 1H NMR (300 MHz, D2O) δ 6.14-6.16 (d, J... Starting materials: COC(=O)c1cnc(Cl)cc1C(F)(F)F, [K+], C1COCCO1, [OH-], O. Yields the product O=C(O)c1cnc(Cl)cc1C(F)(F)F. As a reaction SMILES: [Cl:3][c:4]1[cH:5][c:6]([C:14]([F:15])([F:16])[F:17])[c:7]([C:10](=[O:11])[O:12][CH3:13])[cH:8][n:9]1.[K+:2].[O:19]1[CH2:20][CH2:21][O:22][CH2:23][CH2:24]1.[OH-:1].[OH2:18]>>[Cl:3][c:4]1[cH:5][c:6]([C:14]([F:15])([F:16])[F:17])[c:7]([C:10](=[O:11])[OH:12])[cH:8][n:9]1. The reactants are O=C([O-])O, Cc1oc(-c2ccccc2)nc1COc1cccc([N+](=O)[O-])c1, CCO, [Cl-], [Na+], O, O, O. The product is Cc1oc(-c2ccccc2)nc1COc1cccc(N)c1. Reaction SMILES: [C:28](=[O:29])([OH:30])[O-:31].[CH3:1][c:2]1[c:3]([CH2:13][O:14][c:15]2[cH:16][c:17]([N+:21]([O-:22])=[O:23])[cH:18][cH:19][cH:20]2)[n:4][c:5](-[c:7]2[cH:8][cH:9][cH:10][cH:11][cH:12]2)[o:6]1.[CH3:33][CH2:34][OH:35].[Cl-:26].[Na+:32].[OH2:24].[OH2:25].[OH2:27]>>[CH3:1][c:2]1[c:3]([CH2:13][O:14][c:15]2[cH:16][c:17]([NH2:21])[cH:18][cH:19][cH:20]2)[n:4][c:5](-[c:7]2[cH:8][cH:9][cH:10][cH:11][cH:12]2)[o:6]1. The reactants are C(C)(C)(C)OC(=O)N1CC(C1)OC1=C(C=CC(=C1)Cl)O (3-(5-chloro-2-hydroxy-phenoxy)-azetidine-1-carboxylic acid tert-butyl ester), ClC=1SC2=C(N1)C=CC=C2 (2-chloro-benzothiazole), C(=O)([O-])[O-].[K+].[K+] (K2CO3). The solvent is CC#N (CH3CN). Reaction conditions: temperature 135 celsius. Product: C(C)(C)(C)OC(=O)N1CC(C1)OC1=C(C=CC(=C1)Cl)OC=1SC2=C(N1)C=CC=C2 (3-[2-(benzothiazol-2-yloxy)-5-chloro-phenoxy]-azetidine-1-carboxylic acid tert-butyl ester). Yield: 83.2%. RXN SMILES: [C:1]([O:5][C:6]([N:8]1[CH2:11][CH:10]([O:12][C:13]2[CH:18]=[C:17]([Cl:19])[CH:16]=[CH:15][C:14]=2[OH:20])[CH2:9]1)=[O:7])([CH3:4])([CH3:3])[CH3:2].Cl[C:22]1[S:23][C:24]2[CH:30]=[CH:29][CH:28]=[CH:27][C:25]=2[N:26]=1.C([O-])([O-])=O.[K+].[K+]>CC#N>[C:1]([O:5][C:6]([N:8]1[CH2:9][CH:10]([O:12][C:13]2[CH:18]=[C:17]([Cl:19])[CH:16]=[CH:15][C:14]=2[O:20][C:22]2[S:23][C:24]3[CH:30]=[CH:29][CH:28]=[CH:27][C:25]=3[N:26]=2)[CH2:11]1)=[O:7])([CH3:4])([CH3:2])[CH3:3] |f:2.3.4|. Procedure details: A mixture of 3-(5-chloro-2-hydroxy-phenoxy)-azetidine-1-carboxylic acid tert-butyl ester (0.5 mmol), 2-chloro-benzothiazole (0.5 mmol), and K2CO3 (1 mmol) in CH3CN (3 mL) was heated at 120-150° C. via Microwave for 1 h. The mixture was cooled down and separated through PTLC providing 3-[2-(benzothiazol-2-yloxy)-5-chloro-phenoxy]-azetidine-1-carboxylic acid tert-butyl ester (180 mg). The ester was re-dissolved into CH2Cl2 (20 mL), and CF3COOH (3 mL) was added. The mixture was stirred at 25° C. fo... Starting materials: COC(=C)C(OC)OC (2,3,3-trimethoxyprop-1-ene), (COD)2Cl2, O1CCCC1 (tetrahydrofuran), oxo. Reaction conditions: time 6 hour. The product is desired compound, COC(CC=O)C(OC)OC (3,4,4-trimethoxybutanal). Isolated yield 87.0%. RXN SMILES: [CH3:1][O:2][C:3]([CH:5]([O:8][CH3:9])[O:6][CH3:7])=[CH2:4].[O:10]1CCC[CH2:11]1>>[CH3:1][O:2][CH:3]([CH:5]([O:8][CH3:9])[O:6][CH3:7])[CH2:4][CH:11]=[O:10]. Reported procedure: A 10 1 magnetic lift stirred autoclave is charged with 1,015 g of 2,3,3-trimethoxyprop-1-ene together with 3,000 g of tetrahydrofuran and 500 mg of Rh2 (COD)2Cl2 as hydroformylation catalyst. The oxo reaction is carried out under a pressure of 500 bar (CO/H2 =1:1) at 40° C. for 6 hours, at 60° C./550 bar for another 6 hours and at 80° C./600 bar for a further 6 hours. According to gas chromatography, this way of carrying out the reaction gives a conversion of 94%. The desired compound 3,4,4-trim...